This data is from the Open Reaction Database (ORD), a public repository of structured organic reaction records. The task is: describe an organic reaction: reactants, conditions, products, and yield Starting materials: CC=1C(=NC=CC1)C#N (3-methylpicolinonitrile), C1CC(=O)N(C1=O)Br (NBS), C(C1=CC=CC=C1)(=O)OOC(C1=CC=CC=C1)=O (benzoyl peroxide). Solvent: C(Cl)(Cl)(Cl)Cl (CCl4). Run at time 16 hour. Yields the product BrCC=1C(=NC=CC1)C#N (3-bromomethyl-pyridine-2-carbonitrile). Isolated yield 52.1%. RXN SMILES: [CH3:1][C:2]1[C:3]([C:8]#[N:9])=[N:4][CH:5]=[CH:6][CH:7]=1.C1C(=O)N([Br:17])C(=O)C1.C(OOC(=O)C1C=CC=CC=1)(=O)C1C=CC=CC=1>C(Cl)(Cl)(Cl)Cl>[Br:17][CH2:1][C:2]1[C:3]([C:8]#[N:9])=[N:4][CH:5]=[CH:6][CH:7]=1. Procedure: To a solution of 3-methylpicolinonitrile (1.0 g, 8.47 mmol) in CCl4 (43 ml) was added NBS (1.81 g, 10.16 mmol) and benzoyl peroxide (32 mg, 1.27 mmol) and the mixture stirred at relux for 16 hours. The reaction was concentrated in vacuo to afford a black oil. Purification via column chromatography on silica gel (EtOAc:hexane, 1:9, v/v) afforded 3-bromomethyl-pyridine-2-carbonitrile as a white solid (0.87 g, 48%). 1H NMR (CDCl3) δ 4.64 (s, 2H), 7.53 (dd, 1H, J=4.4, 4.0 Hz), 7.94 (dd, 1H, J=6.1, 1... The reactants are NC1=C(C=CC=C1)N (1,2-diaminobenzene), C(C)(=O)OC(C)=O (acetic anhydride), [NH4+].[OH-] (NH4OH). Reaction conditions: time 17 hour. The product is CC=1NC2=C(N1)C=CC=C2 (2-methylbenzimidazole). As a reaction SMILES: [NH2:1][C:2]1[CH:7]=[CH:6][CH:5]=[CH:4][C:3]=1[NH2:8].[NH4+].[OH-].[C:11](OC(=O)C)(=O)[CH3:12]>>[CH3:11][C:12]1[NH:1][C:2]2[CH:7]=[CH:6][CH:5]=[CH:4][C:3]=2[N:8]=1 |f:1.2|. Procedure: A solution of 1,2-diaminobenzene (5.00 g, 46.3 mmol) in acetic anhydride (36.5 mL) was heated for 17 hours at 90° C. and then stirred for 17 hours at ambient temperature. The reaction mixture was taken to pH 9 by dropwise addition of NH4OH, with ice added as necessary to keep the mixture cool, followed by cooling in an ice bath. The resulting precipitate was filtered, rinsed with H2O, and dried in a vacuum oven to give 5.28 g of 2-methylbenzimidazole as a brown solid. Reactants: C(C)(=O)NC1=CC=C(C=C1)OC(C(F)(F)F)F (4-acetylaminotetrafluoroethoxybenzene), [N+](=O)(O)[O-] (nitric acid), ice. Run in S(O)(O)(=O)=O (sulfuric acid), S(O)(O)(=O)=O (sulfuric acid). Reaction conditions: time 8 hour. Product: NC1=C(C=C(C=C1)OC(C(F)(F)F)F)[N+](=O)[O-] (4-amino-3-nitrotetrafluoroethoxybenzene). RXN SMILES: C([NH:4][C:5]1[CH:10]=[CH:9][C:8]([O:11][CH:12]([F:17])[C:13]([F:16])([F:15])[F:14])=[CH:7][CH:6]=1)(=O)C.[N+:18]([O-])([OH:20])=[O:19]>S(=O)(=O)(O)O>[NH2:4][C:5]1[CH:10]=[CH:9][C:8]([O:11][CH:12]([F:17])[C:13]([F:16])([F:15])[F:14])=[CH:7][C:6]=1[N+:18]([O-:20])=[O:19]. Reported procedure: 18.8 g (0.08 moles) 4-acetylaminotetrafluoroethoxybenzene of Step 1 are dissolved, accompanied by ice cooling at 0° C., in 150 ml concentrated sulfuric acid. Nitration is carried out at the same temperature with a mixture of 10.3 ml (0.15 moles) concentrated nitric acid (d=1.4 g/ml) and 10 ml concentrated sulfuric acid. After standing overnight this mixture is poured onto approximately 500 g ice. A viscous oil precipitates. The oily phase is decanted and repeatedly washed with water. The oil is ... Reactants: [H-].[Na+] (sodium hydride), oil, C=1(C(=CC=C2C=CC=CC12)C(=O)OCC)C(=O)OCC (diethyl naphthalene 1,2-dicarboxylate), C(C)(=O)OCC (ethyl acetate). Reaction conditions: time 7 minute. Yields the product C1(CC(C2=CC=CC=C12)=O)=O (indane-1,3-dione). RXN SMILES: [H-].[Na+].[C:3]1([C:18]([O:20]CC)=O)[C:4](C(OCC)=O)=[CH:5][CH:6]=[C:7]2[C:12]=1[CH:11]=[CH:10]C=C2.C(OCC)(=[O:25])C>>[C:18]1(=[O:20])[C:3]2[C:12](=[CH:7][CH:6]=[CH:5][CH:4]=2)[C:11](=[O:25])[CH2:10]1 |f:0.1|. Procedure: To a 50% dispersion of sodium hydride in mineral oil (4.55 g) was added to a solution of diethyl naphthalene 1,2-dicarboxylate (18.5 g) in ethyl acetate (22 ml.) and the mixture refluxed for 3.5 hrs. on a steam bath. After cooling the precipitated orange solid was filtered and decarboxylated with hydrochloric acid (35 ml.) in water (350 ml) at 70°C over 7 mins. to yield benze(e) indane-1,3-dione, m.p. (benzene) 178°C (decomp.) (Found: C, 79.21; H, 4.22; C13H8O2 requires: C, 79.58; H, 4.11%).